This data is from the Open Reaction Database (ORD), a public repository of structured organic reaction records. The task is: describe an organic reaction: reactants, conditions, products, and yield Starting materials: COC(CC1=CC=C(C=C1)S(=O)(=O)C1CCOCC1)=O ([4-(Tetrahydro-pyran-4-sulfonyl)-phenyl]-acetic acid methyl ester), C1CC(=O)N(C1=O)Br (NBS), C(C1=CC=CC=C1)(=O)OOC(C1=CC=CC=C1)=O (benzoyl peroxide). The solvent is C(Cl)(Cl)(Cl)Cl (carbon tetrachloride), C(Cl)Cl (DCM). Product: COC(C(C1=CC=C(C=C1)S(=O)(=O)C1CCOCC1)Br)=O (bromo-[4-(tetrahydro-pyran-4-sulfonyl)-phenyl]-acetic acid methyl ester). Yield: 37.1%. RXN SMILES: [CH3:1][O:2][C:3](=[O:20])[CH2:4][C:5]1[CH:10]=[CH:9][C:8]([S:11]([CH:14]2[CH2:19][CH2:18][O:17][CH2:16][CH2:15]2)(=[O:13])=[O:12])=[CH:7][CH:6]=1.C1C(=O)N([Br:28])C(=O)C1.C(OOC(=O)C1C=CC=CC=1)(=O)C1C=CC=CC=1>C(Cl)(Cl)(Cl)Cl.C(Cl)Cl>[CH3:1][O:2][C:3](=[O:20])[CH:4]([Br:28])[C:5]1[CH:10]=[CH:9][C:8]([S:11]([CH:14]2[CH2:19][CH2:18][O:17][CH2:16][CH2:15]2)(=[O:12])=[O:13])=[CH:7][CH:6]=1. Procedure: [4-(Tetrahydro-pyran-4-sulfonyl)-phenyl]-acetic acid methyl ester (1.60 gm, 5.36 mmol), NBS (1.04 g, 5.90 mmol) and benzoyl peroxide (0.130 g, 0.53 mmol) in carbon tetrachloride (50 ml) was refluxed for 7 hrs. Reaction mixture was diluted with DCM (50 ml), washed with water and brine (100 ml each), dried over anhydrous sodium sulfate, fliltered and concentrated. Crude compound was purified by column chromatography over silica gel using 30% ethyl acetate hexane as eluent to give the pure bromo-[4... Starting materials: [Br-], CCOCCC[Mg+], Clc1ccc2c(c1)C(Cl)c1ccccc1C=C2, Cl. Product: CCOCCCC1c2ccccc2C=Cc2ccc(Cl)cc21. As a reaction SMILES: [Br-:18].[CH2:19]([CH3:20])[O:21][CH2:22][CH2:23][CH2:24][Mg+:25].[Cl:1][c:2]1[cH:3][cH:4][c:5]2[c:6]([cH:17]1)[CH:7]([Cl:16])[c:8]1[c:9]([cH:12][cH:13][cH:14][cH:15]1)[CH:10]=[CH:11]2.[ClH:26]>>[Cl:1][c:2]1[cH:3][cH:4][c:5]2[c:6]([cH:17]1)[CH:7]([CH2:24][CH2:23][CH2:22][O:21][CH2:19][CH3:20])[c:8]1[c:9]([cH:12][cH:13][cH:14][cH:15]1)[CH:10]=[CH:11]2.